From a dataset of the Open Reaction Database (ORD), a public repository of structured organic reaction records. describe an organic reaction: reactants, conditions, products, and yield Reactants: COC=1C=C2C=CC(=C(C2=CC1)C(C1=CC=C(C=C1)OCCN1CCCCC1)=O)OS(=O)(=O)C(F)(F)F (trifluoro-methanesulfonic acid 6-methoxy-1-[4-(2-piperidin-1-yl-ethoxy)-benzoyl]-naphthalen-2-yl ester), COC1=CC2=C(B(OC2)O)C=C1 (5-methoxy-3H-benzo[c][1,2]oxaborol-1-ol), C([O-])([O-])=O.[Na+].[Na+] (sodium carbonate). Reagents/catalysts: C=1C=CC(=CC1)[P](C=2C=CC=CC2)(C=3C=CC=CC3)[Pd]([P](C=4C=CC=CC4)(C=5C=CC=CC5)C=6C=CC=CC6)([P](C=7C=CC=CC7)(C=8C=CC=CC8)C=9C=CC=CC9)[P](C=1C=CC=CC1)(C=1C=CC=CC1)C=1C=CC=CC1 (tetrakis(triphenylphosphine)palladium). The solvent is C(OC)COC (dimethoxyethane). Product: OCC1=C(C=CC(=C1)OC)C1=C(C2=CC=C(C=C2C=C1)OC)C(=O)C1=CC=C(C=C1)OCCN1CCCCC1 ([2-(2-Hydroxymethyl-4-methoxy-phenyl)-6-methoxy-naphthalen-1-yl]-[4-(2-piperidin-1-yl-ethoxy)-phenyl]-methanone). Isolated yield 99.9%. RXN SMILES: [CH3:1][O:2][C:3]1[CH:4]=[C:5]2[C:10](=[CH:11][CH:12]=1)[C:9]([C:13](=[O:29])[C:14]1[CH:19]=[CH:18][C:17]([O:20][CH2:21][CH2:22][N:23]3[CH2:28][CH2:27][CH2:26][CH2:25][CH2:24]3)=[CH:16][CH:15]=1)=[C:8](OS(C(F)(F)F)(=O)=O)[CH:7]=[CH:6]2.[CH3:38][O:39][C:40]1[CH:49]=[CH:48][C:43]2B(O)[O:45][CH2:46][C:42]=2[CH:41]=1.C(=O)([O-])[O-].[Na+].[Na+]>C(COC)OC.C1C=CC([P]([Pd]([P](C2C=CC=CC=2)(C2C=CC=CC=2)C2C=CC=CC=2)([P](C2C=CC=CC=2)(C2C=CC=CC=2)C2C=CC=CC=2)[P](C2C=CC=CC=2)(C2C=CC=CC=2)C2C=CC=CC=2)(C2C=CC=CC=2)C2C=CC=CC=2)=CC=1>[OH:45][CH2:46][C:42]1[CH:41]=[C:40]([O:39][CH3:38])[CH:49]=[CH:48][C:43]=1[C:8]1[CH:7]=[CH:6][C:5]2[C:10](=[CH:11][CH:12]=[C:3]([O:2][CH3:1])[CH:4]=2)[C:9]=1[C:13]([C:14]1[CH:19]=[CH:18][C:17]([O:20][CH2:21][CH2:22][N:23]2[CH2:28][CH2:27][CH2:26][CH2:25][CH2:24]2)=[CH:16][CH:15]=1)=[O:29] |f:2.3.4,^1:65,67,86,105|. Reported procedure: Dissolve trifluoro-methanesulfonic acid 6-methoxy-1-[4-(2-piperidin-1-yl-ethoxy)-benzoyl]-naphthalen-2-yl ester (300 mg, 0.56 mmol), 5-methoxy-3H-benzo[c][1,2]oxaborol-1-ol(275 mg, 1.7 mmol) and 2M sodium carbonate (0.5 mL, 13 mmol) in dimethoxyethane (5.0 mL). Degas the solution with nitrogen for 15 min. Add tetrakis(triphenylphosphine)palladium (130 mg, 0.11 mmol) and heat at 60° C. for 2 hours. Cool reaction to room temperature and purify on a SCX column to yield 294 mg (100%) of the title co... As a reaction SMILES: [NH2:1][C:2]1[N:11]=[C:10]([C:12]([N:14]2[CH2:22][C:21]3[C:16](=[CH:17][CH:18]=[CH:19][CH:20]=3)[CH2:15]2)=[O:13])[C:9]2[C:4](=[CH:5][CH:6]=[C:7]([C:23]3[CH:30]=[CH:29][CH:28]=[CH:27][C:24]=3[CH:25]=O)[CH:8]=2)[N:3]=1.[NH:31]([CH2:35][CH2:36][OH:37])[CH2:32][CH2:33][OH:34].C(O)(=O)C.C(O[BH-](OC(=O)C)OC(=O)C)(=O)C.[Na+]>ClCCCl.O1CCCC1.O>[NH2:1][C:2]1[N:11]=[C:10]([C:12]([N:14]2[CH2:22][C:21]3[C:16](=[CH:17][CH:18]=[CH:19][CH:20]=3)[CH2:15]2)=[O:13])[C:9]2[C:4](=[CH:5][CH:6]=[C:7]([C:23]3[CH:30]=[CH:29][CH:28]=[CH:27][C:24]=3[CH2:25][N:31]([CH2:35][CH2:36][OH:37])[CH2:32][CH2:33][OH:34])[CH:8]=2)[N:3]=1 |f:3.4|. The product is NC1=NC2=CC=C(C=C2C(=N1)C(=O)N1CC2=CC=CC=C2C1)C1=C(C=CC=C1)CN(CCO)CCO ([2-Amino-6-(2-{[bis-(2-hydroxyethyl)amino]methyl}phenyl)quinazolin-4-yl]-(1,3-dihydroisoindol-2-yl)methanone). Reactants: C(C)(=O)O[BH-](OC(C)=O)OC(C)=O.[Na+] (sodium triacetoxyborohydride), N(CCO)CCO (diethanolamine), C(C)(=O)O (acetic acid), NC1=NC2=CC=C(C=C2C(=N1)C(=O)N1CC2=CC=CC=C2C1)C1=C(C=O)C=CC=C1 (2-[2-amino-4-(1,3-dihydroisoindole-2-carbonyl)quinazolin-6-yl]benzaldehyde). Reaction conditions: temperature 60 celsius, time 6 hour. The solvent is ClCCCl (1,2-dichloroethane), O (water), O1CCCC1 (tetrahydrofuran). Procedure: 100 mg of 2-[2-amino-4-(1,3-dihydroisoindole-2-carbonyl)quinazolin-6-yl]benzaldehyde are dissolved in 3 ml of 1,2-dichloroethane and 3 ml of tetrahydrofuran. 35 μl of diethanolamine and 20 μl of glacial acetic acid are added, and the mixture is stirred at 60° C. for 6 h. After cooling to 25° C., 113 mg of sodium triacetoxyborohydride are added and stirred at 25° C. for a further 12 h. The mixture is poured into water, extracted three times with dichloromethane, and the combined organic phases ar... Reactants: ClC=1C(=CC=2C3=C(NC2C1)CCNCC3)Cl (8,9-dichloro-1,2,3,4,5,6-hexahydroazepino[4,5-b]indole), Na(CN)BH3. Run in C(=O)(C(F)(F)F)O (TFA), CO (MeOH). Reaction conditions: time 2.5 hour. Product: ClC=1C(=CC=2[C@H]3[C@@H](NC2C1)CCNCC3)Cl ((5aS*,10bS*)-8,9-dichloro-1,2,3,4,5,5a,6,10b-octahydroazepino[4,5-b]indole). Yield: 34.0%. As a reaction SMILES: [Cl:1][C:2]1[C:3]([Cl:16])=[CH:4][C:5]2[C:6]3[CH2:15][CH2:14][NH:13][CH2:12][CH2:11][C:7]=3[NH:8][C:9]=2[CH:10]=1>C(O)(C(F)(F)F)=O.CO>[Cl:1][C:2]1[C:3]([Cl:16])=[CH:4][C:5]2[C@@H:6]3[CH2:15][CH2:14][NH:13][CH2:12][CH2:11][C@@H:7]3[NH:8][C:9]=2[CH:10]=1. Procedure details: A solution of 8,9-dichloro-1,2,3,4,5,6-hexahydroazepino[4,5-b]indole (0.40 g, 1.6 mmol) in TFA (4.0 mL) was cooled to 0° C., then a freshly prepared solution of Na(CN)BH3 (0.49 g, 7.8 mmol) in MeOH (1.5 mL) was added dropwise. The ice bath was removed after the addition was complete. After 2.5 h, the reaction was diluted with H2O, made basic with 50% aqueous NaOH, and extracted with EtOAc. The combined organic extracts were washed with brine, dried over Na2SO4, decanted, and concentrated under r... Starting materials: [O-]CC.[Na+] (sodium ethoxide), Cl.C(C)(C)O (HCl isopropanol), N12CC(C(CC1)CC2)=O (Quinuclidin-3-one), [N+](=O)([O-])C (Nitromethane). The solvent is C1(=CC=CC=C1)C (toluene), C(C)O (ethanol). Yields the product [N+](=O)([O-])CC1(CN2CCC1CC2)O (3-Nitromethylquinuclidin-3-ol). RXN SMILES: [N:1]12[CH2:8][CH2:7][CH:4]([CH2:5][CH2:6]1)[C:3](=[O:9])[CH2:2]2.[O-]CC.[Na+].[N+:14]([CH3:17])([O-:16])=[O:15].Cl.C(O)(C)C>C1(C)C=CC=CC=1.C(O)C>[N+:14]([CH2:17][C:3]1([OH:9])[CH:4]2[CH2:7][CH2:8][N:1]([CH2:6][CH2:5]2)[CH2:2]1)([O-:16])=[O:15] |f:1.2,4.5|. Procedure: Quinuclidin-3-one (125 g., 1 mole) was dried by azeotropic distillation (40% w/w in toluene) and placed in a 3 l. flask equipped with a mechanical stirrer, 1 l. methanolic sodium ethoxide was added and the clear solution was stirred at 15°-20° C. Nitromethane, 61 g. (1.0 mole), dissolved in 500 ml. absolute ethanol was then added over 0.5 hour while keeping the temperature below 20° C. The solution was acidified to pH=1 using HCl-isopropanol, filtered and dried to yield 160 g. crude product whic... Starting materials: solution, N1CCCCC1 (piperidine), C(=O)(OCC1C2=CC=CC=C2C2=CC=CC=C12)NCCC(=O)O (Fmoc β-alanine), C(=O)C1=CC=C(C(=O)O)C=C1 (4-formylbenzoic acid), C=1C=CC2=C(C1)N=NN2O (HOBt), C(C)(C)N=C=NC(C)C (diisopropyl carbodiimide). The solvent is CN(C)C=O (DMF), C(C)#N (acetonitrile), CN(C)C=O (DMF). Reaction conditions: time 30 minute. The product is C(=O)C1=CC=C(C(=O)NCCC(=O)O)C=C1 (3-(4-formylbenzoylamino)propionic Acid). As a reaction SMILES: C([NH:18][CH2:19][CH2:20][C:21]([OH:23])=[O:22])(OCC1C2C(=CC=CC=2)C2C1=CC=CC=2)=O.N1CCCCC1.[CH:30]([C:32]1[CH:40]=[CH:39][C:35]([C:36]([OH:38])=O)=[CH:34][CH:33]=1)=[O:31].C1C=CC2N(O)N=NC=2C=1.C(N=C=NC(C)C)(C)C>CN(C=O)C.C(#N)C>[CH:30]([C:32]1[CH:33]=[CH:34][C:35]([C:36]([NH:18][CH2:19][CH2:20][C:21]([OH:23])=[O:22])=[O:38])=[CH:39][CH:40]=1)=[O:31]. Reported procedure: To the above resin bound Fmoc β-alanine was added 500 μL of a 20% solution of piperidine in DMF. After 30 min of shaking, the resin was drained and washed with 1 mL DMF containing 1-hydroxybenzotriazole (50 mg/mL) and DMF (2×1 mL). Then 200 μmol 4-formylbenzoic acid (30 mg) and 200 μmol HOBt (31 mg) dissolved in DMF (500 μL) were added to the resin followed by 200 μmol diisopropyl carbodiimide (DIC, 25.2 mg) dissolved in acetonitrile (500 μL). The mixture was shaken for 4 hours at 25° C. followe... The reactants are COC(=O)c1sc2nc[nH]c(=O)c2c1C, CC#N, O=C(CCl)Nc1cc(C(F)(F)F)cc(C(F)(F)F)c1, [K+], [K+], O=C([O-])[O-]. As a reaction SMILES: [CH3:1][c:2]1[c:3]([C:12](=[O:13])[O:14][CH3:15])[s:4][c:5]2[n:6][cH:7][nH:8][c:9](=[O:11])[c:10]12.[CH3:41][C:42]#[N:43].[F:22][C:23]([c:24]1[cH:25][c:26]([NH:34][C:35]([CH2:36][Cl:37])=[O:38])[cH:27][c:28]([C:30]([F:31])([F:32])[F:33])[cH:29]1)([F:39])[F:40].[K+:16].[K+:17].[O-:18][C:19]([O-:20])=[O:21]>>[CH3:1][c:2]1[c:3]([C:12](=[O:13])[O:14][CH3:15])[s:4][c:5]2[n:6][cH:7][n:8]([CH2:36][C:35]([NH:34][c:26]3[cH:25][c:24]([C:23]([F:22])([F:39])[F:40])[cH:29][c:28]([C:30]([F:31])([F:32])[F:33])[cH:27]3)=[O:38])[c:9](=[O:11])[c:10]12. Yields the product COC(=O)c1sc2ncn(CC(=O)Nc3cc(C(F)(F)F)cc(C(F)(F)F)c3)c(=O)c2c1C. Reactants: CS(C)=O, O=[N+]([O-])c1ccccc1F, CCOC(=O)c1c(N)sc2cc(OC)ccc12. Product: CCOC(=O)c1c(Nc2ccccc2[N+](=O)[O-])sc2cc(OC)ccc12. Reaction SMILES: [CH3:28][S:29](=[O:30])[CH3:31].[F:18][c:19]1[c:20]([N+:25](=[O:26])[O-:27])[cH:21][cH:22][cH:23][cH:24]1.[NH2:1][c:2]1[c:3]([C:13](=[O:14])[O:15][CH2:16][CH3:17])[c:4]2[c:5]([s:6]1)[cH:7][c:8]([O:11][CH3:12])[cH:9][cH:10]2>>[NH:1]([c:2]1[c:3]([C:13](=[O:14])[O:15][CH2:16][CH3:17])[c:4]2[c:5]([s:6]1)[cH:7][c:8]([O:11][CH3:12])[cH:9][cH:10]2)[c:19]1[c:20]([N+:25](=[O:26])[O-:27])[cH:21][cH:22][cH:23][cH:24]1. Starting materials: C(C)(C)(C)OC(=O)NC(CN1N=C(C(=C1C(=O)OCC)C(=O)OCC)I)C (Diethyl 1-(2-((tert-butoxycarbonyl)amino)propyl)-3-iodo-1H-pyrazole-4,5-dicarboxylate), Cl (HCl). The solvent is O1CCOCC1 (1,4-dioxane), O1CCOCC1 (dioxane). Conditions: time 2 hour. Yields the product IC1=NN2C(C(NC(C2)C)=O)=C1C(=O)OCC (Ethyl 2-iodo-6-methyl-4-oxo-4,5,6,7-tetrahydropyrazolo[1,5-a]pyrazine-3-carboxylate). Isolated yield 81.1%. RXN SMILES: C(OC([NH:8][CH:9]([CH3:27])[CH2:10][N:11]1[C:15]([C:16](OCC)=[O:17])=[C:14]([C:21]([O:23][CH2:24][CH3:25])=[O:22])[C:13]([I:26])=[N:12]1)=O)(C)(C)C.Cl>O1CCOCC1>[I:26][C:13]1[C:14]([C:21]([O:23][CH2:24][CH3:25])=[O:22])=[C:15]2[C:16](=[O:17])[NH:8][CH:9]([CH3:27])[CH2:10][N:11]2[N:12]=1. Reported procedure: To a stirred solution of Intermediate 340A (7.0 g, 14.13 mmol) in 1,4-dioxane (10 mL) was added 4 M HCl in dioxane (25 mL, 100 mmol) and the solution was stirred at RT for 2 h. The reaction mixture was concentrated and the residue was diluted with EtOAc (20 mL). The EtOAc solution was washed successively with water, a saturated aq. solution of NaHCO3, and brine. The organic layer was dried over Na2SO4, filtered and concentrated under reduced pressure. The residue obtained was heated in a ROTAVAP... Starting materials: O (water), [BH4-].[Na+] (sodium borohydride), O (water), C(C=C)(=O)OCCCCOC1=CC=C(C=C1)C1(CC=CC(=C1F)C1=CC=C(C=C1)CCCC=O)F (4-[2',3'-difluoro-4"-(4-oxo-butyl)-1,2':4',1"-terphenyl-4-yloxy]-butyl acrylate). Solvent: O1CCOCC1 (dioxan). Conditions: time 1 hour. Yields the product C(C=C)(=O)OCCCCOC1=CC=C(C=C1)C1(CC=CC(=C1F)C1=CC=C(C=C1)CCCCO)F (4-[2',3'-difluoro-4"-(4-hydroxy-butyl)-1,2':4',1"-terphenyl -4-yloxy]-butyl acrylate). The yield is 89.4%. RXN SMILES: [BH4-].[Na+].O.[C:4]([O:8][CH2:9][CH2:10][CH2:11][CH2:12][O:13][C:14]1[CH:19]=[CH:18][C:17]([C:20]2([F:38])[C:25]([F:26])=[C:24]([C:27]3[CH:32]=[CH:31][C:30]([CH2:33][CH2:34][CH2:35][CH:36]=[O:37])=[CH:29][CH:28]=3)[CH:23]=[CH:22][CH2:21]2)=[CH:16][CH:15]=1)(=[O:7])[CH:5]=[CH2:6]>O1CCOCC1>[C:4]([O:8][CH2:9][CH2:10][CH2:11][CH2:12][O:13][C:14]1[CH:19]=[CH:18][C:17]([C:20]2([F:38])[C:25]([F:26])=[C:24]([C:27]3[CH:28]=[CH:29][C:30]([CH2:33][CH2:34][CH2:35][CH2:36][OH:37])=[CH:31][CH:32]=3)[CH:23]=[CH:22][CH2:21]2)=[CH:16][CH:15]=1)(=[O:7])[CH:5]=[CH2:6] |f:0.1|. Procedure details: A mixture of 0.119 g of sodium borohydride and 10 ml of water was treated dropwise at 0° C. with a solution of 5.00 g of 4-[2',3'-difluoro-4"-(4-oxo-butyl)-1,2':4',1"-terphenyl-4-yloxy]-butyl acrylate in 50 ml of dioxan. The mixture was subsequently stirred at room temperature for 1 hour. The reaction mixture was poured into 50 ml of water, the phases were separated and the aqueous phase was extracted twice with 25 ml of ethyl acetate each time. The combined organic phases were washed twice with...